Dataset: the Open Reaction Database (ORD), a public repository of structured organic reaction records. Task: describe an organic reaction: reactants, conditions, products, and yield Starting materials: BrC1=CC=C(C=C1)NC=1SC2=C(N1)C=C(C=C2)OC ((4-bromophenyl)(5-methoxybenzothiazol-2-yl)amine), Br (hydrobromic acid). Conditions: time 6 minute. The product is BrC1=CC=C(C=C1)NC=1SC2=C(N1)C=C(C=C2)O (2-[(4-bromophenyl)amino]benzothiazol-5-ol). As a reaction SMILES: [Br:1][C:2]1[CH:7]=[CH:6][C:5]([NH:8][C:9]2[S:10][C:11]3[CH:17]=[CH:16][C:15]([O:18]C)=[CH:14][C:12]=3[N:13]=2)=[CH:4][CH:3]=1.Br>>[Br:1][C:2]1[CH:3]=[CH:4][C:5]([NH:8][C:9]2[S:10][C:11]3[CH:17]=[CH:16][C:15]([OH:18])=[CH:14][C:12]=3[N:13]=2)=[CH:6][CH:7]=1. Reported procedure: The mixture of (4-bromophenyl)(5-methoxybenzothiazol-2-yl)amine and hydrobromic acid (48%) was subjected to the microwave at 150° C. for 6 mins to yield the desired product. MS: MH+=321 Reactants: CC(C)OC(N[C@@H]1C[C@@H](N(C2=CC=C(C=C12)B1OC(C(O1)(C)C)(C)C)C(C)=O)C)=O (1-methylethyl[(cis)-1-acetyl-2-methyl-6-(4,4,5,5-tetramethyl-1,3,2-dioxaborolan-2-yl)-1,2,3,4-tetrahydro-4-quinolinyl]carbamate), Intermediate 13, IC=1N=CC(=NC1)N1CCN(CC1)C(=O)OC(C)(C)C (1,1-dimethylethyl 4-(5-iodo-2-pyrazinyl)-1-piperazinecarboxylate), CC(C)OC(NC1CC(N(C2=CC=C(C=C12)B1OC(C(O1)(C)C)(C)C)C(C)=O)C)=O (1-methylethyl[1-acetyl-2-methyl-6-(4,4,5,5-tetramethyl-1,3,2-dioxaborolan-2-yl)-1,2,3,4-tetrahydro-4-quinolinyl]carbamate), C([O-])([O-])=O.[K+].[K+] (potassium carbonate), C(C)(=O)Cl (acetyl chloride). The reagents and catalysts are C=1C=CC(=CC1)[P](C=2C=CC=CC2)(C=3C=CC=CC3)[Pd]([P](C=4C=CC=CC4)(C=5C=CC=CC5)C=6C=CC=CC6)([P](C=7C=CC=CC7)(C=8C=CC=CC8)C=9C=CC=CC9)[P](C=1C=CC=CC1)(C=1C=CC=CC1)C=1C=CC=CC1 (tetrakis(triphenylphosphine)palladium(0)). The solvent is C1(=CC=CC=C1)C (Toluene), CO (MeOH), C(C)O (Ethanol). Run at temperature 90 celsius. The product is Cl.C(C)(=O)N1[C@H](C[C@H](C2=CC(=CC=C12)C1=NC=C(N=C1)N1CCNCC1)NC(OC(C)C)=O)C (1-methylethyl {(cis)-1-acetyl-2-methyl-6-[5-(1-piperazinyl)-2-pyrazinyl]-1,2,3,4-tetrahydro-4-quinolinyl}carbamate hydrochloride). RXN SMILES: [CH3:1][CH:2]([O:4][C:5](=[O:30])[NH:6][C@H:7]1[C:16]2[C:11](=[CH:12][CH:13]=[C:14](B3OC(C)(C)C(C)(C)O3)[CH:15]=2)[N:10]([C:26](=[O:28])[CH3:27])[C@@H:9]([CH3:29])[CH2:8]1)[CH3:3].CC(OC(=O)NC1C2C(=CC=C(B3OC(C)(C)C(C)(C)O3)C=2)N(C(=O)C)C(C)C1)C.C(=O)([O-])[O-].[K+].[K+].I[C:68]1[N:69]=[CH:70][C:71]([N:74]2[CH2:79][CH2:78][N:77](C(OC(C)(C)C)=O)[CH2:76][CH2:75]2)=[N:72][CH:73]=1.C([Cl:90])(=O)C>C(O)C.C1(C)C=CC=CC=1.CO.C1C=CC([P]([Pd]([P](C2C=CC=CC=2)(C2C=CC=CC=2)C2C=CC=CC=2)([P](C2C=CC=CC=2)(C2C=CC=CC=2)C2C=CC=CC=2)[P](C2C=CC=CC=2)(C2C=CC=CC=2)C2C=CC=CC=2)(C2C=CC=CC=2)C2C=CC=CC=2)=CC=1>[ClH:90].[C:26]([N:10]1[C:11]2[C:16](=[CH:15][C:14]([C:68]3[CH:73]=[N:72][C:71]([N:74]4[CH2:75][CH2:76][NH:77][CH2:78][CH2:79]4)=[CH:70][N:69]=3)=[CH:13][CH:12]=2)[C@H:7]([NH:6][C:5](=[O:30])[O:4][CH:2]([CH3:3])[CH3:1])[CH2:8][C@@H:9]1[CH3:29])(=[O:28])[CH3:27] |f:2.3.4,11.12,^1:106,108,127,146|. Reported procedure: In a carousel tube, 1-methylethyl[(cis)-1-acetyl-2-methyl-6-(4,4,5,5-tetramethyl-1,3,2-dioxaborolan-2-yl)-1,2,3,4-tetrahydro-4-quinolinyl]carbamate (for a preparation see Intermediate 12) (80 mg, 0.192 mmol), potassium carbonate (53.1 mg, 0.384 mmol), tetrakis(triphenylphosphine)palladium(0) (11.10 mg, 9.61 μmol) and 1,1-dimethylethyl 4-(5-iodo-2-pyrazinyl)-1-piperazinecarboxylate (for a preparation see Intermediate 13) (90 mg, 0.231 mmol) were dissolved in Ethanol (0.5 mL) and Toluene (0.5 mL).... Reactants: COC=1C=C(C=CC1)C1=NOC2=C1SC=C2 (3-(3-methoxyphenyl)thieno[2,3-d)isoxazole), Cl.N1=CC=CC=C1 (pyridine hydrochloride). The product is OC=1C=C(C=CC1)C1=NOC2=C1SC=C2 (3-(3-Hydroxyphenyl)thieno[2,3-d]isoxazole). Yield: 39.9%. Reaction SMILES: C[O:2][C:3]1[CH:4]=[C:5]([C:9]2[C:13]3[S:14][CH:15]=[CH:16][C:12]=3[O:11][N:10]=2)[CH:6]=[CH:7][CH:8]=1.Cl.N1C=CC=CC=1>>[OH:2][C:3]1[CH:4]=[C:5]([C:9]2[C:13]3[S:14][CH:15]=[CH:16][C:12]=3[O:11][N:10]=2)[CH:6]=[CH:7][CH:8]=1 |f:1.2|. Reported procedure: Eight grams of 3-(3-methoxyphenyl)thieno[2,3-d)isoxazole was stirred with 80 g of pyridine hydrochloride for nine hours under nitrogen at 140° C. The reaction mixture was then allowed to cool and quenched with water. The organics were extracted into ether/ethyl acetate (1:1), which was then washed once with 3N hydrochloric acid and three times with water an dried over anhydrous magnesium sulfate. Evaporation of the solvents left 4 g of an oil, which was passed through a silica gel column packed ... Starting materials: Br.N1=C(C=CC=C1)CCCCBr (4-pyridinylbutyl bromide hydrobromide), C1(=C(C(=C(C(=C1F)F)F)N)F)N.Cl.Cl (dihydrochloride). Yields the product Cl.Cl.N1=CC=C(C=C1)CCCCN1CC=2NC3=CC=CC=C3C2CC1 (2,3,4,9-Tetrahydro-2-[4-(4-Pyridinyl)butyl]-1H-Pyrido[3,4-b]Indole Dihydrochloride). Reaction SMILES: Br.[N:2]1[CH:7]=[CH:6][CH:5]=[CH:4][C:3]=1CCCCBr.[C:13]1([NH2:24])[C:18](F)=[C:17](F)[C:16](F)=[C:15](N)[C:14]=1F.[ClH:25].Cl>>[ClH:25].[ClH:25].[N:2]1[CH:7]=[CH:6][C:5]([CH2:3][CH2:4][CH2:5][CH2:6][N:2]2[CH2:3][CH2:4][C:5]3[C:14]4[C:13](=[CH:18][CH:17]=[CH:16][CH:15]=4)[NH:24][C:6]=3[CH2:7]2)=[CH:4][CH:3]=1 |f:0.1,2.3.4,5.6.7|. Reported procedure: The title compound was prepared following the procedure of Example 1 and using 4-pyridinylbutyl bromide hydrobromide instead of 4-picolyl chloride hydrochloride, and was converted to the dihydrochloride, mp 259°-261° C. Reactants: FC1(F)Oc2ccc(Br)cc2O1, O=C([O-])[O-], C#CCOC1CCCCO1, CC#N, CC(C)c1cc(C(C)C)c(-c2ccccc2P(C2CCCCC2)C2CCCCC2)c(C(C)C)c1, [Cs+], [Cs+], O. The product is FC1(F)Oc2ccc(C#CCOC3CCCCO3)cc2O1. As a reaction SMILES: [Br:1][c:2]1[cH:3][c:4]2[c:5]([cH:11][cH:12]1)[O:6][C:7]([F:9])([F:10])[O:8]2.[C:13](=[O:14])([O-:15])[O-:16].[CH2:19]([C:20]#[CH:21])[O:22][CH:23]1[O:24][CH2:25][CH2:26][CH2:27][CH2:28]1.[CH3:64][C:65]#[N:66].[CH:29]1([P:30]([CH:31]2[CH2:32][CH2:33][CH2:34][CH2:35][CH2:36]2)[c:37]2[cH:38][cH:39][cH:40][cH:41][c:42]2-[c:43]2[c:44]([CH:45]([CH3:46])[CH3:47])[cH:48][c:49]([CH:50]([CH3:51])[CH3:52])[cH:53][c:54]2[CH:55]([CH3:56])[CH3:57])[CH2:58][CH2:59][CH2:60][CH2:61][CH2:62]1.[Cs+:17].[Cs+:18].[OH2:63]>>[c:2]1([C:21]#[C:20][CH2:19][O:22][CH:23]2[O:24][CH2:25][CH2:26][CH2:27][CH2:28]2)[cH:3][c:4]2[c:5]([cH:11][cH:12]1)[O:6][C:7]([F:9])([F:10])[O:8]2. Starting materials: [OH-].[Na+] (NaOH), solution, Br (hydrobromic acid), C(CCCCCC)C1=CC=C(C=C1)C1=NC=C(C=C1)C1=CC=C(C=C1)OC (2-(4-heptylphenyl)-5-(4-methyloxyphenyl)pyridine). Run in C(C)(=O)O (acetic acid), C(C)(=O)O (acetic acid), O (water). Product: C(CCCCCC)C1=CC=C(C=C1)C1=NC=C(C=C1)C1=CC=C(C=C1)O (2-(4-heptylphenyl)-5-(4-hydroxyphenyl)pyridine). The yield is 68.9%. As a reaction SMILES: [CH2:1]([C:8]1[CH:13]=[CH:12][C:11]([C:14]2[CH:19]=[CH:18][C:17]([C:20]3[CH:25]=[CH:24][C:23]([O:26]C)=[CH:22][CH:21]=3)=[CH:16][N:15]=2)=[CH:10][CH:9]=1)[CH2:2][CH2:3][CH2:4][CH2:5][CH2:6][CH3:7].Br.[OH-].[Na+]>C(O)(=O)C.O>[CH2:1]([C:8]1[CH:13]=[CH:12][C:11]([C:14]2[CH:19]=[CH:18][C:17]([C:20]3[CH:25]=[CH:24][C:23]([OH:26])=[CH:22][CH:21]=3)=[CH:16][N:15]=2)=[CH:10][CH:9]=1)[CH2:2][CH2:3][CH2:4][CH2:5][CH2:6][CH3:7] |f:2.3|. Procedure details: This 2-(4-heptylphenyl)-5-(4-methyloxyphenyl)pyridine (15 g, 0.042 mol) was dissolved in acetic acid (120 ml), followed by adding a 48% solution of hydrobromic acid (50 ml), refluxing the mixture for 30 hours, cooling the resulting material, pouring it in water, dissolving deposited crystals in 2N-NaOH aqueous solution on heating, adding acetic acid to obtain an acidic solution, filtering off the residue and recrystallizing from EtOH to obtain 2-(4-heptylphenyl)-5-(4-hydroxyphenyl)pyridine (10 g... Starting materials: ClC1=C(C=CC(=C1)C(F)(F)F)NC(C(=O)OCC)C(C)C (ethyl 2-(2-chloro-4-trifluoromethylphenylamino)-3-methylbutanoate), [OH-].[Na+] (sodium hydroxide), O (water). Solvent: C(C)O (ethanol). Run at time 4 hour. Product: ClC1=C(C=CC(=C1)C(F)(F)F)NC(C(=O)O)C(C)C (2-(2-chloro-4-trifluoromethylphenylamino)-3-methylbutanoic acid). The yield is 90.0%. As a reaction SMILES: [OH-].[Na+].[Cl:3][C:4]1[CH:9]=[C:8]([C:10]([F:13])([F:12])[F:11])[CH:7]=[CH:6][C:5]=1[NH:14][CH:15]([CH:21]([CH3:23])[CH3:22])[C:16]([O:18]CC)=[O:17].O>C(O)C>[Cl:3][C:4]1[CH:9]=[C:8]([C:10]([F:13])([F:12])[F:11])[CH:7]=[CH:6][C:5]=1[NH:14][CH:15]([CH:21]([CH3:23])[CH3:22])[C:16]([OH:18])=[O:17] |f:0.1|. Procedure details: To 0.60 grams of sodium hydroxide dissolved in 10 ml of ethanol was added 3.30 g of the above ester. The mixture was stirred at room temperature for 4 hours, after which water was added, and the mixture was washed with toluene. The organic phase was discarded. The product was acidified, extracted into ether, washed with water, dried and solvent removed to yield 2-(2-chloro-4-trifluoromethylphenylamino)-3-methylbutanoic acid, m.p. 132°-135°, in 90% yield.